Dataset: the Open Reaction Database (ORD), a public repository of structured organic reaction records. Task: describe an organic reaction: reactants, conditions, products, and yield Reactants: TEA, C(=O)(C(F)(F)F)O (TFA), C(C(=O)Cl)(=O)Cl (oxalyl chloride), FC1=C(C(=CC=C1OC)F)CC(=O)O (2-(2,6-difluoro-3-methoxyphenyl)acetic acid), NC1=CC=C(C(=O)N(CC2=CC=C(C=C2)C2=NOC(=N2)C2=CC=C(C=C2)C2=CC=C(C=C2)C)CC(=O)OC(C)(C)C)C=C1 (tert-butyl 2-(4-amino-N-(4-(5-(4′-methyl-[1,1′-biphenyl]-4-yl)-1,2,4-oxadiazol-3-yl)benzyl)benzamido)acetate). Run in C(Cl)Cl (DCM), C(Cl)Cl (DCM), CN(C)C=O (DMF). Run at time 2 hour. Yields the product FC1=C(C(=CC=C1OC)F)CC(=O)NC1=CC=C(C(=O)N(CC2=CC=C(C=C2)C2=NOC(=N2)C2=CC=C(C=C2)C2=CC=C(C=C2)C)CC(=O)O)C=C1 (2-(4-(2-(2,6-difluoro-3-methoxyphenyl)acetamido)-N-(4-(5-(4′-methyl-[1,1′-biphenyl]-4-yl)-1,2,4-oxadiazol-3-yl)benzyl)benzamido)acetic acid). Isolated yield 57.0%. As a reaction SMILES: [F:1][C:2]1[C:7]([O:8][CH3:9])=[CH:6][CH:5]=[C:4]([F:10])[C:3]=1[CH2:11][C:12]([OH:14])=O.C(Cl)(=O)C(Cl)=O.[NH2:21][C:22]1[CH:63]=[CH:62][C:25]([C:26]([N:28]([CH2:54][C:55]([O:57]C(C)(C)C)=[O:56])[CH2:29][C:30]2[CH:35]=[CH:34][C:33]([C:36]3[N:40]=[C:39]([C:41]4[CH:46]=[CH:45][C:44]([C:47]5[CH:52]=[CH:51][C:50]([CH3:53])=[CH:49][CH:48]=5)=[CH:43][CH:42]=4)[O:38][N:37]=3)=[CH:32][CH:31]=2)=[O:27])=[CH:24][CH:23]=1.C(O)(C(F)(F)F)=O>C(Cl)Cl.CN(C=O)C>[F:1][C:2]1[C:7]([O:8][CH3:9])=[CH:6][CH:5]=[C:4]([F:10])[C:3]=1[CH2:11][C:12]([NH:21][C:22]1[CH:63]=[CH:62][C:25]([C:26]([N:28]([CH2:54][C:55]([OH:57])=[O:56])[CH2:29][C:30]2[CH:35]=[CH:34][C:33]([C:36]3[N:40]=[C:39]([C:41]4[CH:46]=[CH:45][C:44]([C:47]5[CH:52]=[CH:51][C:50]([CH3:53])=[CH:49][CH:48]=5)=[CH:43][CH:42]=4)[O:38][N:37]=3)=[CH:32][CH:31]=2)=[O:27])=[CH:24][CH:23]=1)=[O:14]. Reported procedure: Prepared using General Procedures 7 and 8: To a stirred suspension of 2-(2,6-difluoro-3-methoxyphenyl)acetic acid in DCM (1.5 mL) and DMF (10 μL) was added oxalyl chloride (9.71 μL, 0.111 mmol). After 1 h a solution of tert-butyl 2-(4-amino-N-(4-(5-(4′-methyl-[1,1′-biphenyl]-4-yl)-1,2,4-oxadiazol-3-yl)benzyl)benzamido)acetate INT-59 (50 mg, 0.074 mmol) and TEA (25.8 μL, 0.185 mmol) in DCM (1 mL) was added. After 18 h TFA (1 mL) was added and reaction stirred for 2 h. The solvent was removed from... The reactants are CO, O=CC(O)C(O)C(O)C(O)CO, O, Cc1ccc(O)c(-n2nc3ccccc3[n+]2[O-])c1, O=S(=O)(O)O. Yields the product Cc1ccc(O)c(-n2nc3ccccc3n2)c1. Reaction SMILES: [CH3:1][OH:2].[O:3]=[CH:4][CH:5]([CH:6]([CH:7]([CH:8]([CH2:9][OH:10])[OH:11])[OH:12])[OH:13])[OH:14].[OH2:38].[OH:15][c:16]1[c:17](-[n:23]2[n:24][c:25]3[c:26]([n+:27]2[O-:28])[cH:29][cH:30][cH:31][cH:32]3)[cH:18][c:19]([CH3:22])[cH:20][cH:21]1.[S:33](=[O:34])(=[O:35])([OH:36])[OH:37]>>[OH:15][c:16]1[c:17](-[n:23]2[n:24][c:25]3[c:26]([n:27]2)[cH:29][cH:30][cH:31][cH:32]3)[cH:18][c:19]([CH3:22])[cH:20][cH:21]1. Reaction SMILES: [C:41](=[O:42])([OH:43])[O-:44].[CH2:1]([c:2]1[cH:3][cH:4][cH:5][cH:6][cH:7]1)[N:8]1[CH2:9][c:10]2[c:11]([c:14]3[c:15]([n:16][c:17]([CH2:33][N:34]4[C:35](=[O:39])[CH2:36][CH2:37][CH2:38]4)[c:18]([Cl:32])[c:19]3-[c:20]3[cH:21][c:22]([O:30][CH3:31])[c:23]([O:26][CH:27]([CH3:28])[CH3:29])[cH:24][cH:25]3)[s:40]2)[CH2:12][CH2:13]1.[Cl-:49].[Cl-:50].[Cl-:51].[Cl-:52].[Cl:46][CH2:47][Cl:48].[Na+:45].[Ti+4:53]>>[CH2:1]([c:2]1[cH:3][cH:4][cH:5][cH:6][cH:7]1)[N:8]1[CH2:9][c:10]2[c:11]([c:14]3[c:15]([n:16][c:17]([CH2:33][N:34]4[C:35](=[O:39])[CH2:36][CH2:37][CH2:38]4)[c:18]([Cl:32])[c:19]3-[c:20]3[cH:21][c:22]([O:30][CH3:31])[c:23]([OH:26])[cH:24][cH:25]3)[s:40]2)[CH2:12][CH2:13]1. The reactants are O=C([O-])O, COc1cc(-c2c(Cl)c(CN3CCCC3=O)nc3sc4c(c23)CCN(Cc2ccccc2)C4)ccc1OC(C)C, [Cl-], [Cl-], [Cl-], [Cl-], ClCCl, [Na+], [Ti+4]. Product: COc1cc(-c2c(Cl)c(CN3CCCC3=O)nc3sc4c(c23)CCN(Cc2ccccc2)C4)ccc1O. Starting materials: CC=1C=CC=CC1C (o-xylene), ClC1=C(N)C=CC(=C1)[N+](=O)[O-] (2-chloro-4-nitroaniline), ClC1=C(C=C(C=C1)S(=O)(=O)Cl)C(F)(F)F (4-chloro-3-trifluoromethylbenzenesulfonylchloride). Run in N1=CC=CC=C1 (pyridine). Yields the product ClC1=C(C=CC(=C1)[N+](=O)[O-])NS(=O)(=O)C1=CC(=C(C=C1)Cl)C(F)(F)F (N-(2-chloro-4-nitrophenyl)-4-chloro-3-trifluoromethylbenzenesulfonamide). As a reaction SMILES: CC1C=CC=CC=1C.[Cl:9][C:10]1[CH:16]=[C:15]([N+:17]([O-:19])=[O:18])[CH:14]=[CH:13][C:11]=1[NH2:12].[Cl:20][C:21]1[CH:26]=[CH:25][C:24]([S:27](Cl)(=[O:29])=[O:28])=[CH:23][C:22]=1[C:31]([F:34])([F:33])[F:32]>N1C=CC=CC=1>[Cl:9][C:10]1[CH:16]=[C:15]([N+:17]([O-:19])=[O:18])[CH:14]=[CH:13][C:11]=1[NH:12][S:27]([C:24]1[CH:25]=[CH:26][C:21]([Cl:20])=[C:22]([C:31]([F:34])([F:32])[F:33])[CH:23]=1)(=[O:29])=[O:28]. Procedure details: In a 400 ml flask, 200 ml of o-xylene, 1 ml of pyridine and 1.7 g (0.01 mole) of 2-chloro-4-nitroaniline were charged. While stirring the contents at room temperature, 2.8 g (0.01 mole) of 4-chloro-3-trifluoromethylbenzenesulfonylchloride was added dropwise at room temperature over 30 minutes. Thereafter, the reaction mixture was heated and stirred for 10 hours under reflux (140°-145° C.). After cooling the reaction mixture to room temperature, it was thoroughly washed first with dilute hydrochl... Reactants: C1CCOC1, N#Cc1c(Cl)nc(SCc2coc(-c3ccc(Cl)cc3)n2)c(C#N)c1-c1ccc(OCCO)c(F)c1, NCCO. Yields the product N#Cc1c(NCCO)nc(SCc2coc(-c3ccc(Cl)cc3)n2)c(C#N)c1-c1ccc(OCCO)c(F)c1. Reaction SMILES: [CH2:41]1[O:42][CH2:43][CH2:44][CH2:45]1.[Cl:1][c:2]1[n:3][c:4]([S:23][CH2:24][c:25]2[n:26][c:27](-[c:30]3[cH:31][cH:32][c:33]([Cl:36])[cH:34][cH:35]3)[o:28][cH:29]2)[c:5]([C:21]#[N:22])[c:6](-[c:10]2[cH:11][c:12]([F:20])[c:13]([O:16][CH2:17][CH2:18][OH:19])[cH:14][cH:15]2)[c:7]1[C:8]#[N:9].[NH2:37][CH2:38][CH2:39][OH:40]>>[c:2]1([NH:37][CH2:38][CH2:39][OH:40])[n:3][c:4]([S:23][CH2:24][c:25]2[n:26][c:27](-[c:30]3[cH:31][cH:32][c:33]([Cl:36])[cH:34][cH:35]3)[o:28][cH:29]2)[c:5]([C:21]#[N:22])[c:6](-[c:10]2[cH:11][c:12]([F:20])[c:13]([O:16][CH2:17][CH2:18][OH:19])[cH:14][cH:15]2)[c:7]1[C:8]#[N:9].